Dataset: the Open Reaction Database (ORD), a public repository of structured organic reaction records. Task: describe an organic reaction: reactants, conditions, products, and yield The reactants are Cc1ccccc1, O=C(O)CCNc1cccc(Cl)c1[N+](=O)[O-]. Yields the product O=C1CCNc2c1ccc(Cl)c2[N+](=O)[O-]. RXN SMILES: [CH3:17][c:18]1[cH:19][cH:20][cH:21][cH:22][cH:23]1.[Cl:1][c:2]1[c:3]([N+:14](=[O:15])[O-:16])[c:4]([NH:8][CH2:9][CH2:10][C:11](=[O:12])[OH:13])[cH:5][cH:6][cH:7]1>>[Cl:1][c:2]1[c:3]([N+:14](=[O:15])[O-:16])[c:4]2[c:5]([cH:6][cH:7]1)[C:11](=[O:13])[CH2:10][CH2:9][NH:8]2. Starting materials: CC(C)(C)OC(=O)NCC#Cc1ccc(Nc2ncc3c(n2)-c2ccc(Cl)cc2NC(=O)C3)cc1, C#CCNC(=O)OC(C)(C)C. Product: NCC#Cc1ccc(Nc2ncc3c(n2)-c2ccc(Cl)cc2NC(=O)C3)cc1. As a reaction SMILES: [C:12]([O:13][C:14](=[O:15])[NH:18][CH2:19][C:20]#[C:21][c:22]1[cH:23][cH:24][c:25]([NH:28][c:29]2[n:30][cH:31][c:32]3[c:33]([n:45]2)-[c:34]2[c:35]([cH:40][c:41]([Cl:44])[cH:42][cH:43]2)[NH:36][C:37](=[O:39])[CH2:38]3)[cH:26][cH:27]1)([CH3:16])([CH3:17])[CH3:46].[CH2:1]([NH:2][C:3](=[O:4])[O:5][C:6]([CH3:7])([CH3:8])[CH3:9])[C:10]#[CH:11]>>[NH2:18][CH2:19][C:20]#[C:21][c:22]1[cH:23][cH:24][c:25]([NH:28][c:29]2[n:30][cH:31][c:32]3[c:33]([n:45]2)-[c:34]2[c:35]([cH:40][c:41]([Cl:44])[cH:42][cH:43]2)[NH:36][C:37](=[O:39])[CH2:38]3)[cH:26][cH:27]1. Starting materials: CCC1OCOCC1O, Cc1ccccc1, ClCc1ccccc1. The product is CCC1OCOCC1OCc1ccccc1. Reaction SMILES: [CH2:1]([CH3:2])[CH:3]1[O:4][CH2:5][O:6][CH2:7][CH:8]1[OH:9].[CH3:18][c:19]1[cH:20][cH:21][cH:22][cH:23][cH:24]1.[Cl:10][CH2:11][c:12]1[cH:13][cH:14][cH:15][cH:16][cH:17]1>>[CH2:1]([CH3:2])[CH:3]1[O:4][CH2:5][O:6][CH2:7][CH:8]1[O:9][CH2:11][c:12]1[cH:13][cH:14][cH:15][cH:16][cH:17]1. The reactants are C, CCO, [H][H], COCC1(C)C=Cc2c(C)c([N+](=O)[O-])c(C)c(C)c2O1, [Pd]. Yields the product COCC1(C)CCc2c(C)c([N+](=O)[O-])c(C)c(C)c2O1. As a reaction SMILES: [C:26].[CH3:23][CH2:24][OH:25].[H:21][H:22].[N+:1](=[O:2])([O-:3])[c:4]1[c:5]([CH3:20])[c:6]2[c:11]([c:12]([CH3:15])[c:13]1[CH3:14])[O:10][C:9]([CH3:16])([CH2:17][O:18][CH3:19])[CH:8]=[CH:7]2.[Pd:27]>>[N+:1](=[O:2])([O-:3])[c:4]1[c:5]([CH3:20])[c:6]2[c:11]([c:12]([CH3:15])[c:13]1[CH3:14])[O:10][C:9]([CH3:16])([CH2:17][O:18][CH3:19])[CH2:8][CH2:7]2. Reaction SMILES: [CH3:18][N:19]1[CH2:20][CH2:21][NH:22][CH2:23][CH2:24]1.[Cl:1][C:2]1=[N:8][c:7]2[c:6]([cH:11][s:10][cH:9]2)[C:5](=[CH:12][C:13]#[N:14])[c:4]2[c:3]1[cH:17][s:16][cH:15]2>>[C:2]1([N:22]2[CH2:21][CH2:20][N:19]([CH3:18])[CH2:24][CH2:23]2)=[N:8][c:7]2[c:6]([cH:11][s:10][cH:9]2)[C:5](=[CH:12][C:13]#[N:14])[c:4]2[c:3]1[cH:17][s:16][cH:15]2. Yields the product CN1CCN(C2=Nc3cscc3C(=CC#N)c3cscc32)CC1. Starting materials: CN1CCNCC1, N#CC=C1c2cscc2N=C(Cl)c2cscc21. The reactants are C(C1=CC=CO1)=O (furfural), BrC1=C(CP(OC)(OC)=O)C=CC=C1 (dimethyl 2-bromobenzylphosphonate), [H-].[Na+] (sodium hydride). Solvent: CN(C)C=O (DMF), O (water), CN(C)C=O (DMF), CN(C)C=O (DMF). Conditions: time 20 minute. The product is O1C(=CC=C1)\C=C\C1=C(C=CC=C1)Br (E-1-(2-furyl)-2-(2-bromophenyl)-ethylene). Isolated yield 40.7%. RXN SMILES: [Br:1][C:2]1[CH:14]=[CH:13][CH:12]=[CH:11][C:3]=1[CH2:4]P(=O)(OC)OC.[H-].[Na+].[CH:17](=O)[C:18]1[O:22][CH:21]=[CH:20][CH:19]=1>CN(C=O)C.O>[O:22]1[CH:21]=[CH:20][CH:19]=[C:18]1/[CH:17]=[CH:4]/[C:3]1[CH:11]=[CH:12][CH:13]=[CH:14][C:2]=1[Br:1] |f:1.2|. Procedure: A solution of dimethyl 2-bromobenzylphosphonate (10.35 g) in dry DMF (50 ml) was added dropwise at room temperature to a stirred suspension of sodium hydride (0.979 g) in dry DMF (100 ml) (effervescence). After 20 minutes, a solution of furfural (3.56 g) in dry DMF (50 ml) was added (exotherm) and the resulting mixture was stirred at room temperature for 4 hours, then diluted with water and extracted with ether. The extracts were washed with water, treated with magnesium sulphate and charcoal, f... Reactants: CO, CC1=CC(=O)CS(=O)(=O)N1C(C)C, N. Product: CC(N)=CC(=O)CS(=O)(=O)NC(C)C. As a reaction SMILES: [CH3:15][OH:16].[CH:1]([CH3:2])([CH3:3])[N:4]1[S:5](=[O:12])(=[O:13])[CH2:6][C:7](=[O:11])[CH:8]=[C:9]1[CH3:10].[NH3:14]>>[CH:1]([CH3:2])([CH3:3])[NH:4][S:5]([CH2:6][C:7]([CH:8]=[C:9]([CH3:10])[NH2:14])=[O:11])(=[O:12])=[O:13]. The reactants are COc1ccc(-c2cc(CCC=O)nn2C(C)(C)C)cc1, Cc1cccc(N2CCNCC2C)c1, CCN(C(C)C)C(C)C. Product: COc1ccc(-c2cc(CCCN3CCN(c4cccc(C)c4)C(C)C3)nn2C(C)(C)C)cc1. Reaction SMILES: [C:1]([CH3:2])([CH3:3])([CH3:4])[n:5]1[n:6][c:7]([CH2:18][CH2:19][CH:20]=[O:21])[cH:8][c:9]1-[c:10]1[cH:11][cH:12][c:13]([O:16][CH3:17])[cH:14][cH:15]1.[CH3:22][CH:23]1[N:24]([c:29]2[cH:30][c:31]([CH3:35])[cH:32][cH:33][cH:34]2)[CH2:25][CH2:26][NH:27][CH2:28]1.[CH:36]([N:37]([CH2:38][CH3:39])[CH:40]([CH3:41])[CH3:42])([CH3:43])[CH3:44]>>[C:1]([CH3:2])([CH3:3])([CH3:4])[n:5]1[n:6][c:7]([CH2:18][CH2:19][CH2:20][N:27]2[CH2:26][CH2:25][N:24]([c:29]3[cH:30][c:31]([CH3:35])[cH:32][cH:33][cH:34]3)[CH:23]([CH3:22])[CH2:28]2)[cH:8][c:9]1-[c:10]1[cH:11][cH:12][c:13]([O:16][CH3:17])[cH:14][cH:15]1. Reactants: C=O, C1CCOC1, CC(C)(C)OC(=O)Nc1ncnc2c1c(I)nn2-c1ccc(N)cn1. Product: CNc1ccc(-n2nc(I)c3c(NC(=O)OC(C)(C)C)ncnc32)nc1. As a reaction SMILES: [CH2:26]=[O:27].[CH2:28]1[O:29][CH2:30][CH2:31][CH2:32]1.[NH2:1][c:2]1[cH:3][cH:4][c:5](-[n:8]2[n:9][c:10]([I:25])[c:11]3[c:12]2[n:13][cH:14][n:15][c:16]3[NH:17][C:18]([O:19][C:20]([CH3:21])([CH3:22])[CH3:23])=[O:24])[n:6][cH:7]1>>[NH:1]([c:2]1[cH:3][cH:4][c:5](-[n:8]2[n:9][c:10]([I:25])[c:11]3[c:12]2[n:13][cH:14][n:15][c:16]3[NH:17][C:18]([O:19][C:20]([CH3:21])([CH3:22])[CH3:23])=[O:24])[n:6][cH:7]1)[CH3:26]. The reactants are C1(=CC=CC=C1)CCCCCCOCC1OC1 (6-phenylhexyloxymethyloxirane), [N-]=[N+]=[N-].[Na+] (sodium azide), CO (methanol), C(=O)OC (methyl formate). Run in O (water). Product: C1(=CC=CC=C1)CCCCCCOCC(CN=[N+]=[N-])O (3-(6-Phenylhexyloxy)-2-hydroxypropylazide). The yield is 95.0%. RXN SMILES: [C:1]1([CH2:7][CH2:8][CH2:9][CH2:10][CH2:11][CH2:12][O:13][CH2:14][CH:15]2[CH2:17][O:16]2)[CH:6]=[CH:5][CH:4]=[CH:3][CH:2]=1.[N-:18]=[N+:19]=[N-:20].[Na+].CO.C(OC)=O>O>[C:1]1([CH2:7][CH2:8][CH2:9][CH2:10][CH2:11][CH2:12][O:13][CH2:14][CH:15]([OH:16])[CH2:17][N:18]=[N+:19]=[N-:20])[CH:6]=[CH:5][CH:4]=[CH:3][CH:2]=1 |f:1.2|. Procedure details: A procedure similar to that described in Preparation 12 was repeated, except that 4 g of 6-phenylhexyloxymethyloxirane (prepared as described in Preparation 61), 5.5 g of sodium azide, 100 ml of an 8:1 by volume mixture of methanol and water and 25 ml of methyl formate were used, to give 4.5 g of the title compound as a pale yellow oil having an Rf value of 0.39 (on silica gel thin layer chromatography, using a 1:5 by volume mixture of ethyl acetate and hexane as the developing solvent).